From a dataset of the Open Reaction Database (ORD), a public repository of structured organic reaction records. describe an organic reaction: reactants, conditions, products, and yield Reaction SMILES: [CH3:1][C:2]1[CH:10]=[CH:9][C:8]2[C:4](=[CH:5][N:6]([C:11]3[CH:16]=[CH:15][CH:14]=[CH:13][C:12]=3[C:17]3[N:18]=[N:19][N:20]([C:22]([C:35]4[CH:40]=[CH:39][CH:38]=[CH:37][CH:36]=4)([C:29]4[CH:34]=[CH:33][CH:32]=[CH:31][CH:30]=4)[C:23]4[CH:28]=[CH:27][CH:26]=[CH:25][CH:24]=4)[N:21]=3)[N:7]=2)[CH:3]=1.[Cl:41]N1C(=O)CCC1=O>>[Cl:41][C:5]1[N:6]([C:11]2[CH:16]=[CH:15][CH:14]=[CH:13][C:12]=2[C:17]2[N:18]=[N:19][N:20]([C:22]([C:35]3[CH:40]=[CH:39][CH:38]=[CH:37][CH:36]=3)([C:29]3[CH:30]=[CH:31][CH:32]=[CH:33][CH:34]=3)[C:23]3[CH:28]=[CH:27][CH:26]=[CH:25][CH:24]=3)[N:21]=2)[N:7]=[C:8]2[C:4]=1[CH:3]=[C:2]([CH3:1])[CH:10]=[CH:9]2. Product: ClC=1N(N=C2C=CC(=CC12)C)C1=C(C=CC=C1)C=1N=NN(N1)C(C1=CC=CC=C1)(C1=CC=CC=C1)C1=CC=CC=C1 (5-[2-(3-chloro-5-methyl-2H-indazol-2-yl)-phenyl]-2-(triphenylmethyl)-2H-tetrazole). Reactants: CC1=CC2=CN(N=C2C=C1)C1=C(C=CC=C1)C=1N=NN(N1)C(C1=CC=CC=C1)(C1=CC=CC=C1)C1=CC=CC=C1 (5-[2-(5-methyl-2H-indazol-2-yl)phenyl]-2-(triphenylmethyl)-2H-tetrazole), ClN1C(CCC1=O)=O (N-chlorosuccinimide). Procedure: By treating 5-[2-(5-methyl-2H-indazol-2-yl)phenyl]-2-(triphenylmethyl)-2H-tetrazole as obtained in Reference Example 8, in the same manner as in Reference Example 4 by using N-chlorosuccinimide (1 equivalent amount) in place of N-bromosuccinimide, 5-[2-(3-chloro-5-methyl-2H-indazol-2-yl)-phenyl]-2-(triphenylmethyl)-2H-tetrazole was obtained. Starting materials: C(=O)([O-])[O-].[Cs+].[Cs+] (Cs2CO3), CC1=C(C=C(C=C1)NC=1SC=CN1)O (2-methyl-5-(thiazol-2-ylamino)phenol), C(=O)([O-])[O-].[Cs+].[Cs+] (Cs2CO3), O1C(=CC=C1)CBr (2-furylbromomethane), CCOCC (ether). Solvent: CC(=O)C (acetone). Conditions: time 5.5 hour. Yields the product O1C(=CC=C1)COC=1C=C(C=CC1C)NC=1SC=CN1 (N-(3-(Furan-2-ylmethoxy)-4-methylphenyl)thiazol-2-amine). Yield: 36.0%. As a reaction SMILES: [CH3:1][C:2]1[CH:7]=[CH:6][C:5]([NH:8][C:9]2[S:10][CH:11]=[CH:12][N:13]=2)=[CH:4][C:3]=1[OH:14].C([O-])([O-])=O.[Cs+].[Cs+].[O:21]1[CH:25]=[CH:24][CH:23]=[C:22]1[CH2:26]Br.CCOCC>CC(C)=O>[O:21]1[CH:25]=[CH:24][CH:23]=[C:22]1[CH2:26][O:14][C:3]1[CH:4]=[C:5]([NH:8][C:9]2[S:10][CH:11]=[CH:12][N:13]=2)[CH:6]=[CH:7][C:2]=1[CH3:1] |f:1.2.3|. Procedure: Following the general procedure for O-alkylation, Method B, a mixture of 2-methyl-5-(thiazol-2-ylamino)phenol (100 mg, 0.48 mmol) and Cs2CO3 (158 mg, 0.48 mmol) in acetone (4.4 mL) was treated with a freshly prepared solution of 2-furylbromomethane in ether (0.85 mL, 0.44 mmol) at room temperature. After 2 h Cs2CO3 (150 mg, 0.46 mmol) was added and stirred for 5.5 h at rt. The title compound was obtained after purification by flash chromatography on silica gel (hexane:EtOAc 3/1) in 36% yield (50... Reactants: O=S1(CCN(CC2=C1C=CC=C2)C2=NC1=CC=C(C=C1C(=C2)NC(=O)C2N(CCC2)C(=O)OC(C)(C)C)C)=O (tert-butyl 2-{[2-(1,1-dioxido-2,3-dihydro-1,4-benzothiazepin-4(5H)-yl)-6-methylquinolin-4-yl]carbamoyl}pyrrolidine-1-carboxylate), Cl (hydrochloride). Run in C(C)(=O)OCC (ethyl acetate), C(C)(=O)OCC (ethyl acetate). Reaction conditions: time 14 hour. The product is O=S1(CCN(CC2=C1C=CC=C2)C2=NC1=CC=C(C=C1C(=C2)NC([C@H]2NCCC2)=O)C)=O (N-[2-(1,1-Dioxido-2,3-dihydro-1,4-benzothiazepin-4(5H)-yl)-6-methylquinolin-4-yl]prolinamide). Isolated yield 52.9%. RXN SMILES: [O:1]=[S:2]1(=[O:39])[C:8]2[CH:9]=[CH:10][CH:11]=[CH:12][C:7]=2[CH2:6][N:5]([C:13]2[CH:22]=[C:21]([NH:23][C:24]([CH:26]3[CH2:30][CH2:29][CH2:28][N:27]3C(OC(C)(C)C)=O)=[O:25])[C:20]3[C:15](=[CH:16][CH:17]=[C:18]([CH3:38])[CH:19]=3)[N:14]=2)[CH2:4][CH2:3]1.Cl>C(OCC)(=O)C>[O:39]=[S:2]1(=[O:1])[C:8]2[CH:9]=[CH:10][CH:11]=[CH:12][C:7]=2[CH2:6][N:5]([C:13]2[CH:22]=[C:21]([NH:23][C:24](=[O:25])[C@@H:26]3[CH2:30][CH2:29][CH2:28][NH:27]3)[C:20]3[C:15](=[CH:16][CH:17]=[C:18]([CH3:38])[CH:19]=3)[N:14]=2)[CH2:4][CH2:3]1. Reported procedure: To a solution of tert-butyl 2-{[2-(1,1-dioxido-2,3-dihydro-1,4-benzothiazepin-4(5H)-yl)-6-methylquinolin-4-yl]carbamoyl}pyrrolidine-1-carboxylate (250 mg, 0.44 mmol) in ethyl acetate (5 mL) was added a solution of hydrochloride in ethyl acetate (4 N, 20 mL) dropwise in an ice-water bath. After being stirred at room temperature for 14 hours, the reaction mixture was concentrated in vacuo. The residue was purified by preparative TLC to give 104.8 mg of the desired product (yield was 48%). MS obsd.... Starting materials: FC1=C(C=CC(=C1F)F)NC(SCC(CCl)=O)=S (3-Chloro-2-oxopropyl N-(2,3,4-trifluorophenyl)-dithiocarbamate), [H][H] (hydrogen), solution. Product: ClCC=1N(C(SC1)=S)C1=C(C(=C(C=C1)F)F)F (4-chloromethyl-3-(2,3,4-trifluorophenyl)-2(3H)-thiazolethione). RXN SMILES: [F:1][C:2]1[C:7]([F:8])=[C:6]([F:9])[CH:5]=[CH:4][C:3]=1[NH:10][C:11](=[S:18])[S:12][CH2:13][C:14](=O)[CH2:15][Cl:16].[H][H]>>[Cl:16][CH2:15][C:14]1[N:10]([C:3]2[CH:4]=[CH:5][C:6]([F:9])=[C:7]([F:8])[C:2]=2[F:1])[C:11](=[S:18])[S:12][CH:13]=1. Reported procedure: 3-Chloro-2-oxopropyl N-(2,3,4-trifluorophenyl)-dithiocarbamate (4.0 g) is added to 30% hydrogen chloridemethanol solution (15 ml), and the mixture is refluxed for 3 hours. The solvent is distilled off under reduced pressure, and cold water is added to the residue and the mixture is extracted with chloroform. The extract is washed with saline solution, dried over anhydrous sodium sulfate and distilled under reduced pressure to remove the solvent. The residue is recrystallized from cyclohexane to ... Starting materials: Cc1nc(Cl)c([N+](=O)[O-])c(N2CCc3ccccc3CC2)n1, NCCCN1CCOCC1. Yields the product Cc1nc(NCCCN2CCOCC2)c([N+](=O)[O-])c(N2CCc3ccccc3CC2)n1. RXN SMILES: [Cl:1][c:2]1[c:3]([N+:20](=[O:21])[O-:22])[c:4]([N:9]2[CH2:10][CH2:11][c:12]3[c:13]([cH:16][cH:17][cH:18][cH:19]3)[CH2:14][CH2:15]2)[n:5][c:6]([CH3:8])[n:7]1.[NH2:23][CH2:24][CH2:25][CH2:26][N:27]1[CH2:28][CH2:29][O:30][CH2:31][CH2:32]1>>[c:2]1([NH:23][CH2:24][CH2:25][CH2:26][N:27]2[CH2:28][CH2:29][O:30][CH2:31][CH2:32]2)[c:3]([N+:20](=[O:21])[O-:22])[c:4]([N:9]2[CH2:10][CH2:11][c:12]3[c:13]([cH:16][cH:17][cH:18][cH:19]3)[CH2:14][CH2:15]2)[n:5][c:6]([CH3:8])[n:7]1. The product is ClC1=CC(=C(C=C1)COC1=CC=NN1C1=NC=CC(=C1)C#N)OC (2-[5-[(4-chloro-2-methoxyphenyl)methoxy]pyrazol-1-yl]pyridine-4-carbonitrile). Starting materials: OC1=CC=NN1C1=NC=CC(=C1)C#N (2-(5-hydroxy-1H-pyrazol-1-yl)pyridine-4-carbonitrile), ClC1=CC(=C(C=C1)CO)OC ((4-chloro-2-methoxyphenyl)methanol). As a reaction SMILES: [OH:1][C:2]1[N:6]([C:7]2[CH:12]=[C:11]([C:13]#[N:14])[CH:10]=[CH:9][N:8]=2)[N:5]=[CH:4][CH:3]=1.[Cl:15][C:16]1[CH:21]=[CH:20][C:19]([CH2:22]O)=[C:18]([O:24][CH3:25])[CH:17]=1>>[Cl:15][C:16]1[CH:21]=[CH:20][C:19]([CH2:22][O:1][C:2]2[N:6]([C:7]3[CH:12]=[C:11]([C:13]#[N:14])[CH:10]=[CH:9][N:8]=3)[N:5]=[CH:4][CH:3]=2)=[C:18]([O:24][CH3:25])[CH:17]=1. Reported procedure: The title compound was prepared from 2-(5-hydroxy-1H-pyrazol-1-yl)pyridine-4-carbonitrile and (4-chloro-2-methoxyphenyl)methanol according to the procedure for the preparation of Example 39, part C. 1H NMR (400 MHz, CDCl3): δ 3.89 (3H, s), 5.22 (2H, s), 5.78 (1H, d, J=2.0 Hz), 6.92 (1H, d, J=2.0 Hz), 6.95-6.98 (1H, m), 7.33-7.35 (1H, m), 7.39 (1H, dd, J=1.2, 5.2 Hz), 7.57-7.58 (1H, m), 8.06 (1H, s), 8.70 (1H, d, J=5.2 Hz). [M+H] Calc'd for C17H13ClN4O2, 341. Found, 341. Reactants: CN(S(=O)(=O)N1C=NC=C1C(C=1SC=CC1)O)C (5-(hydroxythiophen-2-ylmethyl)imidazole-1-sulfonic acid dimethylamide), ClC1=CC(=CC=C1)C(=O)OO (meta-chloroperbenzoic acid), potassium flouride KF. The solvent is C(Cl)Cl (methylene chloride). The product is CN(S(=O)(=O)N1C=NC=C1CC=1SC=CC1)C (5-(thiophen-2-ylmethyl)imidazole-1-sulfonic acid dimethylamide). Isolated yield 61.1%. RXN SMILES: [CH3:1][N:2]([CH3:18])[S:3]([N:6]1[C:10]([CH:11](O)[C:12]2[S:13][CH:14]=[CH:15][CH:16]=2)=[CH:9][N:8]=[CH:7]1)(=[O:5])=[O:4].ClC1C=CC=C(C(OO)=O)C=1>C(Cl)Cl>[CH3:18][N:2]([CH3:1])[S:3]([N:6]1[C:10]([CH2:11][C:12]2[S:13][CH:14]=[CH:15][CH:16]=2)=[CH:9][N:8]=[CH:7]1)(=[O:5])=[O:4]. Procedure: mmol in anhydrous THF (250 mL) at 20° C. under argon was added 3.26 mL (32.90 mmol) borane-dimethylsulfide (BH3-Me2S) via syringe. After stirring for 16 h MeOH (4 mL) was added and the mixture was warmed to 55° C. until no more gas was evolved. The mixture was concentrated to an oil, taken up in Et2O and washed successively with 2M phosphoric acid, saturated sodium bicarbonate, water and brine and then dried over MgSO4 and reconcentrated. The resulting oil was purified by high vacuum Kugelrohr a... Reactants: C(C1=CC=CC=C1)OC=1C=C2C(C(N(C(C2=CC1)=O)C1C(CCCC1)NS(=O)(=O)C)C1=C(C=C(C=C1)Cl)Cl)C(=O)NOCC1=NC=CC=C1 ((3RS,4RS)-6-(benzyloxy)-3-(2,4-dichlorophenyl)-2-{(1SR,2SR)-2-[(methylsulfonyl)amino]cyclohexyl}-1-oxo-N-(pyridin-2-ylmethoxy)-1,2,3,4-tetrahydroisoquinoline-4-carboxamide), CC=1C(=C(C(=C(C1)C)C)C)C (pentamethylbenzene). Run in FC(C(=O)O)(F)F (trifluoroacetic acid). Yields the product ClC1=C(C=CC(=C1)Cl)C1N(C(C2=CC=C(C=C2C1C(=O)NOCC1=NC=CC=C1)O)=O)C1C(CCCC1)NS(=O)(=O)C ((3RS,4RS)-3-(2,4-dichlorophenyl)-6-hydroxy-2-{(1SR,2SR)-2-[(methylsulfonyl)amino]cyclohexyl}-1-oxo-N-(pyridin-2-ylmethoxy)-1,2,3,4-tetrahydroisoquinoline-4-carboxamide). Isolated yield 99.9%. RXN SMILES: C([O:8][C:9]1[CH:10]=[C:11]2[C:16](=[CH:17][CH:18]=1)[C:15](=[O:19])[N:14]([CH:20]1[CH2:25][CH2:24][CH2:23][CH2:22][CH:21]1[NH:26][S:27]([CH3:30])(=[O:29])=[O:28])[CH:13]([C:31]1[CH:36]=[CH:35][C:34]([Cl:37])=[CH:33][C:32]=1[Cl:38])[CH:12]2[C:39]([NH:41][O:42][CH2:43][C:44]1[CH:49]=[CH:48][CH:47]=[CH:46][N:45]=1)=[O:40])C1C=CC=CC=1.CC1C(C)=C(C)C(C)=C(C)C=1>FC(F)(F)C(O)=O>[Cl:38][C:32]1[CH:33]=[C:34]([Cl:37])[CH:35]=[CH:36][C:31]=1[CH:13]1[CH:12]([C:39]([NH:41][O:42][CH2:43][C:44]2[CH:49]=[CH:48][CH:47]=[CH:46][N:45]=2)=[O:40])[C:11]2[C:16](=[CH:17][CH:18]=[C:9]([OH:8])[CH:10]=2)[C:15](=[O:19])[N:14]1[CH:20]1[CH2:25][CH2:24][CH2:23][CH2:22][CH:21]1[NH:26][S:27]([CH3:30])(=[O:29])=[O:28]. Procedure details: A solution of 400 mg of (3RS,4RS)-6-(benzyloxy)-3-(2,4-dichlorophenyl)-2-{(1SR,2SR)-2-[(methylsulfonyl)amino]cyclohexyl}-1-oxo-N-(pyridin-2-ylmethoxy)-1,2,3,4-tetrahydroisoquinoline-4-carboxamide and 245 mg of pentamethylbenzene in 15 ml of trifluoroacetic acid was stirred at room temperature overnight. The trifluoroacetic acid was evaporated under reduced pressure, and ethyl acetate and water were added thereto to carry out a liquid separation operation. The organic layer was washed with a satu...